Dataset: the Open Reaction Database (ORD), a public repository of structured organic reaction records. Task: describe an organic reaction: reactants, conditions, products, and yield Reactants: FC1=CC=C(C=C1)C1=CC=C(C=C1)O (4′-fluoro-biphenyl-4-ol), C(C)OC(=O)C1(CN(CC1)C(C1=C(C=CC=C1)OCC)=O)CI (1-(2-ethoxy-benzoyl)-3-iodomethyl-pyrrolidine-3-carboxylic acid ethyl ester). Yields the product C(C)OC1=C(C(=O)N2CC(CC2)COC2=CC=C(C=C2)C2=CC=C(C=C2)F)C=CC=C1 (1-(2-Ethoxy-benzoyl)-3-(4′-fluoro-biphenyl-4-yloxymethyl)-pyrrolidine), solid. Isolated yield 70.0%. Reaction SMILES: [F:1][C:2]1[CH:7]=[CH:6][C:5]([C:8]2[CH:13]=[CH:12][C:11]([OH:14])=[CH:10][CH:9]=2)=[CH:4][CH:3]=1.C(O[C:18]([C:20]1(CI)[CH2:24][CH2:23][N:22]([C:25](=[O:35])[C:26]2[CH:31]=[CH:30][CH:29]=[CH:28][C:27]=2[O:32][CH2:33][CH3:34])[CH2:21]1)=O)C>>[CH2:33]([O:32][C:27]1[CH:28]=[CH:29][CH:30]=[CH:31][C:26]=1[C:25]([N:22]1[CH2:23][CH2:24][CH:20]([CH2:18][O:14][C:11]2[CH:12]=[CH:13][C:8]([C:5]3[CH:4]=[CH:3][C:2]([F:1])=[CH:7][CH:6]=3)=[CH:9][CH:10]=2)[CH2:21]1)=[O:35])[CH3:34]. Procedure details: The title compound was prepared according to the method described for Preparation 29 using 4′-fluoro-biphenyl-4-ol and 1-(2-ethoxy-benzoyl)-3-iodomethyl-pyrrolidine-3-carboxylic acid ethyl ester (Preparation 16) to afford the racemate as a white solid (191 mg, 70%) Reactants: FC(COC=1C(=NC=CC1)C(=O)N)(F)F ((2,2,2-trifluoroethoxy)picolinamide), ClC=1C(=NC=C(C1)OC)C(=O)OC (methyl 3-chloro-5-methoxypicolinate). The product is ClC=1C(=NC=C(C1)OC)C(=O)O (3-chloro-5-methoxypicolinic acid). RXN SMILES: FC(F)(F)COC1C(C(N)=O)=NC=CC=1.[Cl:16][C:17]1[C:18]([C:25]([O:27]C)=[O:26])=[N:19][CH:20]=[C:21]([O:23][CH3:24])[CH:22]=1>>[Cl:16][C:17]1[C:18]([C:25]([OH:27])=[O:26])=[N:19][CH:20]=[C:21]([O:23][CH3:24])[CH:22]=1. Reported procedure: Using an analogous reaction to that described for Intermediate 5, step 2 methyl 3-chloro-5-methoxypicolinate was converted to the title compound. MS m/z=188 (M+H). The reactants are O=C(O)CBr, CN(C)C=O, CCOC(=O)CCc1sc(S)nc1C. The product is CCOC(=O)CCc1sc(SCC(=O)O)nc1C. RXN SMILES: [Br:15][CH2:16][C:17](=[O:18])[OH:19].[O:20]=[CH:21][N:22]([CH3:23])[CH3:24].[SH:1][c:2]1[s:3][c:4]([CH2:8][CH2:9][C:10](=[O:11])[O:12][CH2:13][CH3:14])[c:5]([CH3:7])[n:6]1>>[S:1]([c:2]1[s:3][c:4]([CH2:8][CH2:9][C:10](=[O:11])[O:12][CH2:13][CH3:14])[c:5]([CH3:7])[n:6]1)[CH2:16][C:17](=[O:18])[OH:19]. Starting materials: CCN(C(C)C)C(C)C, CCN1CCNCC1, CC#N, COc1ccc(CNc2c(F)cc(C(=O)O)cc2F)cc1, On1nnc2ccccc21. Yields the product CCN1CCN(C(=O)c2cc(F)c(NCc3ccc(OC)cc3)c(F)c2)CC1. Reaction SMILES: [CH2:22]([N:23]([CH:24]([CH3:25])[CH3:26])[CH:27]([CH3:28])[CH3:29])[CH3:30].[CH2:41]([CH3:42])[N:43]1[CH2:44][CH2:45][NH:46][CH2:47][CH2:48]1.[CH3:49][C:50]#[N:51].[F:1][c:2]1[cH:3][c:4]([C:5](=[O:6])[OH:7])[cH:8][c:9]([F:21])[c:10]1[NH:11][CH2:12][c:13]1[cH:14][cH:15][c:16]([O:19][CH3:20])[cH:17][cH:18]1.[OH:31][n:32]1[c:33]2[c:34]([cH:35][cH:36][cH:37][cH:38]2)[n:39][n:40]1>>[F:1][c:2]1[cH:3][c:4]([C:5](=[O:7])[N:46]2[CH2:45][CH2:44][N:43]([CH2:41][CH3:42])[CH2:48][CH2:47]2)[cH:8][c:9]([F:21])[c:10]1[NH:11][CH2:12][c:13]1[cH:14][cH:15][c:16]([O:19][CH3:20])[cH:17][cH:18]1. The reactants are O=C=NS(=O)(=O)Cl, ClCCl, Cc1cc(O)ccc1C(=O)OCc1ccccc1. Product: Cc1cc(OC(N)=O)ccc1C(=O)OCc1ccccc1. RXN SMILES: [Cl:19][S:20](=[O:21])(=[O:22])[N:23]=[C:24]=[O:25].[Cl:26][CH2:27][Cl:28].[OH:1][c:2]1[cH:3][c:4]([CH3:18])[c:5]([C:6](=[O:7])[O:8][CH2:9][c:10]2[cH:11][cH:12][cH:13][cH:14][cH:15]2)[cH:16][cH:17]1>>[O:1]([c:2]1[cH:3][c:4]([CH3:18])[c:5]([C:6](=[O:7])[O:8][CH2:9][c:10]2[cH:11][cH:12][cH:13][cH:14][cH:15]2)[cH:16][cH:17]1)[C:24]([NH2:23])=[O:25].